Dataset: the Open Reaction Database (ORD), a public repository of structured organic reaction records. Task: describe an organic reaction: reactants, conditions, products, and yield The reactants are CCCCOC(=O)c1nc(Br)c2cc(Oc3ccccc3)ccc2c1O, CN(C)C=O, CCOC(C)=O, N#C[Cu]. Yields the product CCCCOC(=O)c1nc(C#N)c2cc(Oc3ccccc3)ccc2c1O. Reaction SMILES: [CH2:1]([CH2:2][CH2:3][CH3:4])[O:5][C:6](=[O:7])[c:8]1[n:9][c:10]([Br:26])[c:11]2[cH:12][c:13]([O:19][c:20]3[cH:21][cH:22][cH:23][cH:24][cH:25]3)[cH:14][cH:15][c:16]2[c:17]1[OH:18].[CH3:30][N:31]([CH3:32])[CH:33]=[O:34].[CH3:35][CH2:36][O:37][C:38](=[O:39])[CH3:40].[Cu:27][C:28]#[N:29]>>[CH2:1]([CH2:2][CH2:3][CH3:4])[O:5][C:6](=[O:7])[c:8]1[n:9][c:10]([C:28]#[N:29])[c:11]2[cH:12][c:13]([O:19][c:20]3[cH:21][cH:22][cH:23][cH:24][cH:25]3)[cH:14][cH:15][c:16]2[c:17]1[OH:18]. Solvent: C(C)O (ethanol). The reactants are CN1N=C(C=C1C)NC(C1=CC(=CC(=C1)OCC1=CC=CC=C1)O[C@H](COC)C)=O (N-(1,5-dimethyl-1H-pyrazol-3-yl)-3-{[(1S)-1-methyl-2-(methyloxy)ethyl]oxy}-5-[(phenylmethyl)oxy]benzamide). The yield is 72.7%. Reaction conditions: time 8 hour. Reported procedure: A solution of N-(1,5-dimethyl-1H-pyrazol-3-yl)-3-{[(1S)-1-methyl-2-(methyloxy)ethyl]oxy}-5-[(phenylmethyl)oxy]benzamide (2.57 mmol) in ethanol (40 mL), under argon was treated with 10% palladium on carbon (100 mg, wetted with 0.1 mL water and 1 mL ethanol). The flask was evacuated and filled with hydrogen, this procedure was repeated 4 times. The mixture was left to stir at RT overnight under an atmosphere of hydrogen then the reaction filtered through Celite® and the cake washed with ethanol (5... RXN SMILES: [CH3:1][N:2]1[C:6]([CH3:7])=[CH:5][C:4]([NH:8][C:9](=[O:30])[C:10]2[CH:15]=[C:14]([O:16]CC3C=CC=CC=3)[CH:13]=[C:12]([O:24][C@@H:25]([CH3:29])[CH2:26][O:27][CH3:28])[CH:11]=2)=[N:3]1>C(O)C.[Pd]>[CH3:1][N:2]1[C:6]([CH3:7])=[CH:5][C:4]([NH:8][C:9](=[O:30])[C:10]2[CH:11]=[C:12]([O:24][C@@H:25]([CH3:29])[CH2:26][O:27][CH3:28])[CH:13]=[C:14]([OH:16])[CH:15]=2)=[N:3]1. Product: CN1N=C(C=C1C)NC(C1=CC(=CC(=C1)O[C@H](COC)C)O)=O (N-(1,5-Dimethyl-1H-pyrazol-3-yl)-3-hydroxy-5-{[(1S)-1-methyl-2-(methyloxy)ethyl]oxy}benzamide). The reagents and catalysts are [Pd] (palladium on carbon). Reaction conditions: time 4 hour. As a reaction SMILES: Cl.[NH2:2][C:3]1[C:8]([C:9](O)=[O:10])=[C:7]([F:12])[C:6]([O:13][CH2:14][C:15]2[CH:20]=[CH:19][CH:18]=[CH:17][CH:16]=2)=[C:5]([F:21])[CH:4]=1.Cl.[CH3:23][NH:24][CH3:25].ON1C2C=CC=CC=2N=N1.Cl.C(N=C=NCCCN(C)C)C>CN(C=O)C.C(OCC)(=O)C.C(N(CC)CC)C>[NH2:2][C:3]1[C:8]([C:9]([N:24]([CH3:25])[CH3:23])=[O:10])=[C:7]([F:12])[C:6]([O:13][CH2:14][C:15]2[CH:20]=[CH:19][CH:18]=[CH:17][CH:16]=2)=[C:5]([F:21])[CH:4]=1 |f:0.1,2.3,5.6|. Product: NC1=CC(=C(C(=C1C(=O)N(C)C)F)OCC1=CC=CC=C1)F (6-amino-3-benzyloxy-2,4-difluoro-N,N-dimethylbenzamide). The solvent is CN(C)C=O (DMF), C(C)N(CC)CC (triethylamine), C(C)(=O)OCC (ethyl acetate). The yield is 59.3%. Procedure details: To a solution of 6-amino-3-benzyloxy-2,4-difluorobenzenecarboxylic acid hydrochloride (2.07 g) in DMF (30 mL) were added dimethylamine hydrochloride (1.07 g), 1-hydroxybenzotriazole (1.51 g), 1-ethyl-3-(3-dimethylaminopropyl)carbodiimide hydrochloride (1.89 g) and triethylamine (2.0 g), and the mixture was stirred at room temperature for 4 hours. The reaction mixture was diluted with ethyl acetate, washed successively with water, saturated aqueous sodium bicarbonate, water and brine, dried over ... Reactants: Cl.NC1=CC(=C(C(=C1C(=O)O)F)OCC1=CC=CC=C1)F (6-amino-3-benzyloxy-2,4-difluorobenzenecarboxylic acid hydrochloride), Cl.CNC (dimethylamine hydrochloride), ON1N=NC2=C1C=CC=C2 (1-hydroxybenzotriazole), Cl.C(C)N=C=NCCCN(C)C (1-ethyl-3-(3-dimethylaminopropyl)carbodiimide hydrochloride). Starting materials: ( m ), COC([C@H](C(CC(F)(F)F)CC(F)(F)F)N)=O ((2S)-2-amino-5,5,5-trifluoro-3-(2,2,2-trifluoroethyl)-pentanoic acid methyl ester), ClC1=CC=C(C=C1)S(=O)(=O)Cl (4-chlorobenzenesulfonyl chloride). The product is COC([C@H](C(CC(F)(F)F)CC(F)(F)F)NS(=O)(=O)C1=CC=C(C=C1)Cl)=O ((2S)-2-(4-chloro-benzenesulfonylamino)-5,5,5-trifluoro-3-(2,2,2-trifluoroethyl)-pentanoic acid methyl ester). As a reaction SMILES: [CH3:1][O:2][C:3](=[O:17])[C@@H:4]([NH2:16])[CH:5]([CH2:11][C:12]([F:15])([F:14])[F:13])[CH2:6][C:7]([F:10])([F:9])[F:8].[Cl:18][C:19]1[CH:24]=[CH:23][C:22]([S:25](Cl)(=[O:27])=[O:26])=[CH:21][CH:20]=1>>[CH3:1][O:2][C:3](=[O:17])[C@@H:4]([NH:16][S:25]([C:22]1[CH:23]=[CH:24][C:19]([Cl:18])=[CH:20][CH:21]=1)(=[O:27])=[O:26])[CH:5]([CH2:6][C:7]([F:9])([F:10])[F:8])[CH2:11][C:12]([F:15])([F:14])[F:13]. Procedure details: In another embodiment, a method for preparing 4-chloro-N-[(1S)-4,4,4-trifluoro-1-hydroxymethyl-2-(2,2,2-trifluoroethyl)-butyl]benzenesulfonamide is provided and includes (a) reacting 1,1,1-trifluoro-3-iodopropane with triphenylphosphine to form (3,3,3-trifluoropropyl)-triphenylphosphonium iodide; (b) reacting (3,3,3-trifluoropropyl)-triphenylphosphonium iodide and a base at a temperature of −70° C. to 25° C.; (c) reacting the product of step (b) with ethylchloroformate at a temperature below abo... Reactants: CCCc1c(Cc2ccc(-c3ccccc3C#N)cc2)c(=O)n(C2CCC(C(=O)O)CC2)c2ncnn12, CCN=C=NCCCN(C)C, CC(=O)NN, CCOC(C)=O, CN(C)C=O, Cl, On1nnc2ccccc21. Yields the product CCCc1c(Cc2ccc(-c3ccccc3C#N)cc2)c(=O)n(C2CCC(C(=O)NNC(C)=O)CC2)c2ncnn12. As a reaction SMILES: [C:1](#[N:2])[c:3]1[c:4](-[c:9]2[cH:10][cH:11][c:12]([CH2:15][c:16]3[c:17](=[O:37])[n:18]([CH:28]4[CH2:29][CH2:30][CH:31]([C:34](=[O:35])[OH:36])[CH2:32][CH2:33]4)[c:19]4[n:20]([c:21]3[CH2:22][CH2:23][CH3:24])[n:25][cH:26][n:27]4)[cH:13][cH:14]2)[cH:5][cH:6][cH:7][cH:8]1.[CH2:54]([N:55]=[C:56]=[N:57][CH2:58][CH2:59][CH2:60][N:61]([CH3:62])[CH3:63])[CH3:64].[CH3:38][C:39](=[O:40])[NH:41][NH2:42].[CH3:65][CH2:66][O:67][C:68](=[O:69])[CH3:70].[CH3:71][N:72]([CH3:73])[CH:74]=[O:75].[ClH:53].[OH:43][n:44]1[c:45]2[cH:46][cH:47][cH:48][cH:49][c:50]2[n:51][n:52]1>>[C:1](#[N:2])[c:3]1[c:4](-[c:9]2[cH:10][cH:11][c:12]([CH2:15][c:16]3[c:17](=[O:37])[n:18]([CH:28]4[CH2:29][CH2:30][CH:31]([C:34](=[O:35])[NH:42][NH:41][C:39]([CH3:38])=[O:40])[CH2:32][CH2:33]4)[c:19]4[n:20]([c:21]3[CH2:22][CH2:23][CH3:24])[n:25][cH:26][n:27]4)[cH:13][cH:14]2)[cH:5][cH:6][cH:7][cH:8]1. Starting materials: C=CCC(C(=O)OC)C(NC(=O)OC(C)(C)C)C(=O)N1CCCC1, CCOC(C)=O. Yields the product CCCC(C(=O)OC)C(NC(=O)OC(C)(C)C)C(=O)N1CCCC1. RXN SMILES: [C:1]([CH3:2])([CH3:3])([CH3:4])[O:5][C:6](=[O:7])[NH:8][CH:9]([C:10]([N:11]1[CH2:12][CH2:13][CH2:14][CH2:15]1)=[O:16])[CH:17]([C:18](=[O:19])[O:20][CH3:21])[CH2:22][CH:23]=[CH2:24].[CH3:25][CH2:26][O:27][C:28](=[O:29])[CH3:30]>>[C:1]([CH3:2])([CH3:3])([CH3:4])[O:5][C:6](=[O:7])[NH:8][CH:9]([C:10]([N:11]1[CH2:12][CH2:13][CH2:14][CH2:15]1)=[O:16])[CH:17]([C:18](=[O:19])[O:20][CH3:21])[CH2:22][CH2:23][CH3:24]. The reactants are C(C(C)(C)C)(=O)Cl (pivaloyl chloride), OC1(CCN(CC1)CCC1COC2=C(O1)C=CC=C2)C2=CC=CC=C2 (2-[2-(4-hydroxy-4-phenylpiperidino)-ethyl]-1,4-benzodioxan), C(CCC)[Li] (n-butyl lithium), [Cl-].[NH4+] (ammonium chloride). Solvent: O1CCCC1 (tetrahydrofuran), C(C)OCC (diethyl ether), O1CCCC1 (tetrahydrofuran), CCCCCC (hexane). The product is Cl.C(C(C)(C)C)(=O)OC1(CCN(CC1)CCC1COC2=C(O1)C=CC=C2)C2=CC=CC=C2 (2-[2-(4-pivaloyloxy-4-phenylpiperidino)-ethyl]-1,4-benzodioxan hydrochloride). Reaction SMILES: [OH:1][C:2]1([C:20]2[CH:25]=[CH:24][CH:23]=[CH:22][CH:21]=2)[CH2:7][CH2:6][N:5]([CH2:8][CH2:9][CH:10]2[O:15][C:14]3[CH:16]=[CH:17][CH:18]=[CH:19][C:13]=3[O:12][CH2:11]2)[CH2:4][CH2:3]1.C([Li])CCC.[C:31]([Cl:37])(=[O:36])[C:32]([CH3:35])([CH3:34])[CH3:33].[Cl-].[NH4+]>O1CCCC1.CCCCCC.C(OCC)C>[ClH:37].[C:31]([O:1][C:2]1([C:20]2[CH:25]=[CH:24][CH:23]=[CH:22][CH:21]=2)[CH2:3][CH2:4][N:5]([CH2:8][CH2:9][CH:10]2[O:15][C:14]3[CH:16]=[CH:17][CH:18]=[CH:19][C:13]=3[O:12][CH2:11]2)[CH2:6][CH2:7]1)(=[O:36])[C:32]([CH3:35])([CH3:34])[CH3:33] |f:3.4,8.9|. Procedure: To the stirred solution of 4.0 g of 2-[2-(4-hydroxy-4-phenylpiperidino)-ethyl]-1,4-benzodioxan in 50 ml of anhydrous tetrahydrofuran is added 9.5 ml of 1.6 N n-butyl lithium in hexane at 0°. After warming the mixture up to room temperature, the solution of 1.5 ml of pivaloyl chloride in 10 ml of tetrahydrofuran is added while stirring and the whole is refluxed for 24 hours. After cooling 10 ml of saturated aqueous ammonium chloride are added, followed by 200 ml of diethyl ether. The organic laye... Reactants: O=C1N(C=2N(C(=C1CC1=CC=C(C=C1)C=1C(=CC=CC1)C#N)CCC)N=CN2)C2CCC(CC2)=O (4′-{[5-oxo-4-(4-oxocyclohexyl)-7-propyl-4,5-dihydro[1,2,4]triazolo[1,5-a]pyrimidin-6-yl]methyl}biphenyl-2-carbonitrile), OCC1(CCC1)C(C)O (1-[1-(hydroxymethyl)cyclobutyl]ethanol), O.C1(=CC=C(C=C1)S(=O)(=O)O)C (p-toluenesulfonic acid hydrate), C1(=CC=CC=C1)C (toluene). Run in C(C)(=O)OCC (ethyl acetate). Product: CC1C2(CCC2)COC2(O1)CCC(CC2)N2C=1N(C(=C(C2=O)CC2=CC=C(C=C2)C=2C(=CC=CC2)C#N)CCC)N=CN1 (4′-{[4-(5-methyl-6,13-dioxadispiro[3.2.5.2]tetradec-10-yl)-5-oxo-7-propyl-4,5-dihydro[1,2,4]triazolo[1,5-a]pyrimidin-6-yl]methyl}biphenyl-2-carbonitrile), compound. The yield is 87.0%. Reaction SMILES: [O:1]=[C:2]1[C:7]([CH2:8][C:9]2[CH:14]=[CH:13][C:12]([C:15]3[C:16]([C:21]#[N:22])=[CH:17][CH:18]=[CH:19][CH:20]=3)=[CH:11][CH:10]=2)=[C:6]([CH2:23][CH2:24][CH3:25])[N:5]2[N:26]=[CH:27][N:28]=[C:4]2[N:3]1[CH:29]1[CH2:34][CH2:33][C:32](=[O:35])[CH2:31][CH2:30]1.O[CH2:37][C:38]1([CH:42]([OH:44])[CH3:43])[CH2:41][CH2:40][CH2:39]1.O.C1(C)C=CC(S(O)(=O)=O)=CC=1.C1(C)C=CC=CC=1>C(OCC)(=O)C>[CH3:43][CH:42]1[O:44][C:32]2([CH2:31][CH2:30][CH:29]([N:3]3[C:2](=[O:1])[C:7]([CH2:8][C:9]4[CH:10]=[CH:11][C:12]([C:15]5[C:16]([C:21]#[N:22])=[CH:17][CH:18]=[CH:19][CH:20]=5)=[CH:13][CH:14]=4)=[C:6]([CH2:23][CH2:24][CH3:25])[N:5]4[N:26]=[CH:27][N:28]=[C:4]34)[CH2:34][CH2:33]2)[O:35][CH2:37][C:38]21[CH2:41][CH2:40][CH2:39]2 |f:2.3|. Procedure: A mixture of 4′-{[5-oxo-4-(4-oxocyclohexyl)-7-propyl-4,5-dihydro[1,2,4]triazolo[1,5-a]pyrimidin-6-yl]methyl}biphenyl-2-carbonitrile (12.67 g), 1-[1-(hydroxymethyl)cyclobutyl]ethanol (4.26 g), p-toluenesulfonic acid hydrate (0.57 g) and toluene (300 mL) was refluxed with heating for 5 hr while dehydrating with a Dean-Stark trap. The reaction mixture was cooled to room temperature, and diluted with ethyl acetate, and the mixture was washed with saturated aqueous sodium hydrogen carbonate solution ... The reactants are C(C1=CC=CC=C1)=O (benzaldehyde), COC(CN)OC (Aminoacetaldehyde dimethyl acetal). Run in O (water). Run at time 2.5 hour. The product is C(C1=CC=CC=C1)=NCC(OC)OC (Benzylidene 2,2-Dimethoxyethylamine). Yield: 52.9%. Reaction SMILES: [CH:1](=O)[C:2]1[CH:7]=[CH:6][CH:5]=[CH:4][CH:3]=1.[CH3:9][O:10][CH:11]([O:14][CH3:15])[CH2:12][NH2:13]>O>[CH:1](=[N:13][CH2:12][CH:11]([O:14][CH3:15])[O:10][CH3:9])[C:2]1[CH:7]=[CH:6][CH:5]=[CH:4][CH:3]=1. Reported procedure: To a three neck round bottom flask, equipped with a cold water condenser, 20 g of water and 21.2 g of benzaldehyde were added. The reactants were mixed using a magnetic stirrer at room temperature for 3 minutes. Aminoacetaldehyde dimethyl acetal (21 g) was added to the reaction flask in one portion, followed by vigorous stirring for 2.5 hours. The agitation was stopped and the reaction mixture was allowed to stand for at least 15 minutes. The lower aqueous layer was separated and discard. The up...